This data is from the Open Reaction Database (ORD), a public repository of structured organic reaction records. The task is: describe an organic reaction: reactants, conditions, products, and yield The reactants are CN(C)C=O, CCOC(C)=O, O=C(Cl)CCl, Cc1ccc(Oc2ccc3nc(N)sc3n2)cc1NC(=O)c1cccc(C(C)(C)C#N)c1. Yields the product Cc1ccc(Oc2ccc3nc(NC(=O)CCl)sc3n2)cc1NC(=O)c1cccc(C(C)(C)C#N)c1. As a reaction SMILES: [CH3:38][N:39]([CH3:40])[CH:41]=[O:42].[CH3:43][CH2:44][O:45][C:46](=[O:47])[CH3:48].[Cl:33][CH2:34][C:35](=[O:36])[Cl:37].[NH2:1][c:2]1[s:3][c:4]2[n:5][c:6]([O:11][c:12]3[cH:13][cH:14][c:15]([CH3:32])[c:16]([NH:18][C:19]([c:20]4[cH:21][c:22]([C:26]([CH3:27])([CH3:28])[C:29]#[N:30])[cH:23][cH:24][cH:25]4)=[O:31])[cH:17]3)[cH:7][cH:8][c:9]2[n:10]1>>[NH:1]([c:2]1[s:3][c:4]2[n:5][c:6]([O:11][c:12]3[cH:13][cH:14][c:15]([CH3:32])[c:16]([NH:18][C:19]([c:20]4[cH:21][c:22]([C:26]([CH3:27])([CH3:28])[C:29]#[N:30])[cH:23][cH:24][cH:25]4)=[O:31])[cH:17]3)[cH:7][cH:8][c:9]2[n:10]1)[C:35]([CH2:34][Cl:33])=[O:36]. Reactants: BrC1=CSC=C1 (3-bromothiophene), [H-].[Na+] (NaH), [Na] (sodium), C(C(O)CC#N)#N (malonitrile). The reagents and catalysts are [Cu]Br (copper (I) bromide). The solvent is C(C)(C)O (i-propanol), CN(C)C=O (DMF). Run at time 5 minute. Yields the product S1C=C(C=C1)C(C#N)(O)CC#N (3-THIENYLMALONITRILE). Reaction SMILES: [H-].[Na+].[Na].[C:4](#[N:10])[CH:5]([CH2:7][C:8]#[N:9])[OH:6].Br[C:12]1[CH:16]=[CH:15][S:14][CH:13]=1>[Cu]Br.CN(C=O)C.C(O)(C)C>[S:14]1[CH:15]=[CH:16][C:12]([C:5]([CH2:7][C:8]#[N:9])([OH:6])[C:4]#[N:10])=[CH:13]1 |f:0.1,^1:2|. Reported procedure: To 157.5 ml anhydrous i-propanol and 17.5 ml DMF, kept under N2 atmosphere, were added while stirring at 20°-35° C. 0.2 mole NaH and then, after the sodium isopropylate had been precipitated, 0.2 mole malonitrile. Within 5 minutes thereafter 0.1 mole copper (I) bromide and 0.1 mole 3-bromothiophene were added.